From a dataset of the Open Reaction Database (ORD), a public repository of structured organic reaction records. describe an organic reaction: reactants, conditions, products, and yield Reactants: [Na].OC1=C(C=O)C=CC=C1 (2-hydroxybenzaldehyde sodium salt), Cl.Cl.ClCCCN1CCN(CC1)C1=CC=CC=C1 (1-(3-chloropropyl)-4-phenylpiperazine dihydrochloride), C([O-])([O-])=O.[K+].[K+] (potassium carbonate). Solvent: CN(C=O)C (dimethylformamide). Conditions: time 15 hour. Product: C1(=CC=CC=C1)N1CCN(CC1)CCCOC1=C(C=O)C=CC=C1 (2-[3-(4-phenylpiperazin-1-yl)propyloxy]benzaldehyde). Yield: 74.4%. As a reaction SMILES: [Na].[OH:2][C:3]1[CH:10]=[CH:9][CH:8]=[CH:7][C:4]=1[CH:5]=[O:6].Cl.Cl.Cl[CH2:14][CH2:15][CH2:16][N:17]1[CH2:22][CH2:21][N:20]([C:23]2[CH:28]=[CH:27][CH:26]=[CH:25][CH:24]=2)[CH2:19][CH2:18]1.C(=O)([O-])[O-].[K+].[K+]>CN(C)C=O>[C:23]1([N:20]2[CH2:19][CH2:18][N:17]([CH2:16][CH2:15][CH2:14][O:2][C:3]3[CH:10]=[CH:9][CH:8]=[CH:7][C:4]=3[CH:5]=[O:6])[CH2:22][CH2:21]2)[CH:28]=[CH:27][CH:26]=[CH:25][CH:24]=1 |f:0.1,2.3.4,5.6.7,^1:0|. Reported procedure: A mixture of 3.88 g of 2-hydroxybenzaldehyde sodium salt, 7.00 g of 1-(3-chloropropyl)-4-phenylpiperazine dihydrochloride, 6.80 g of potassium carbonate and 50 ml of dimethylformamide is stirred at 60° to 70° C. for 15 hours under nitrogen atmosphere, and is concentrated under reduced pressure to remove solvent. Water is added to the residue, and the aqueous mixture is extracted with ether. The extract is washed with water, dried and concentrated under reduced pressure to remove solvent. The res... Procedure: Using the method of Examples 115-135, dimethylsulfamoyl chloride was reacted 4-aminobutyl)-2-(ethoxymethyl)-7-methyl-1H-imidazo[4,5-c]pyridin-4-amine to the desired product. The observed accurate mass was 385.2029. Reactants: CN(S(=O)(=O)Cl)C (dimethylsulfamoyl chloride), C(C)OCC=1NC2=C(C(=NC=C2C)N)N1 (2-(ethoxymethyl)-7-methyl-1H-imidazo[4,5-c]pyridin-4-amine). As a reaction SMILES: [CH3:1][N:2]([CH3:7])[S:3](Cl)(=[O:5])=[O:4].[CH2:8]([O:10][CH2:11][C:12]1[NH:13][C:14]2[C:19]([CH3:20])=[CH:18][N:17]=[C:16]([NH2:21])[C:15]=2[N:22]=1)[CH3:9]>>[NH2:21][C:16]1[C:15]2[N:22]=[C:12]([CH2:11][O:10][CH2:8][CH3:9])[N:13]([CH2:19][CH2:14][CH2:15][CH2:16][NH:17][S:3]([N:2]([CH3:7])[CH3:1])(=[O:5])=[O:4])[C:14]=2[C:19]([CH3:20])=[CH:18][N:17]=1. Yields the product NC1=NC=C(C2=C1N=C(N2CCCCNS(=O)(=O)N(C)C)COCC)C (N′-[4-(4-amino-2-ethoxymethyl-7-methyl-1H-imidazo[4,5-c]pyridin-1-yl)butyl]-N,N-dimethylsulfamide). Starting materials: [N+](=O)([O-])C1=C(C=C(C=C1)I)C(F)(F)F (4-nitro-3-trifluoromethyliodobenzene), FC(F)(F)[Cu] (trifluoromethyl copper). Yields the product nitro, FC(F)(F)C=1C(=C(C=CC1)[N+](=O)[O-])C(F)(F)F (Bis(trifluoromethyl)nitrobenzene). RXN SMILES: [N+:1]([C:4]1[CH:9]=[CH:8][C:7](I)=[CH:6][C:5]=1[C:11]([F:14])([F:13])[F:12])([O-:3])=[O:2].[F:15][C:16]([Cu])([F:18])[F:17]>>[F:15][C:16]([C:6]1[C:5]([C:11]([F:14])([F:13])[F:12])=[C:4]([N+:1]([O-:3])=[O:2])[CH:9]=[CH:8][CH:7]=1)([F:18])[F:17]. Procedure: A process for the synthesis of the compound of the formula ##STR18## which comprises the steps of a) nitration of compound 2 of the formula ##STR19## to afford compound 3 of the formula ##STR20## b) reaction of compound 3 with trifluoromethyl copper to afford compound 4 of the formula ##STR21## c) displacement of the nitro of compound 4 to afford compound 5 of the formula ##STR22## d) which is subsequently hydrolyzed and decarboxylated to afford compound 6. Starting materials: ClC1=CC(=C(C=C1)[Mg]Br)C (4-chloro-2-methylphenylmagnesium bromide), C(C)OC(=O)C1=C(N(C=C1)C(C)C)C=O (2-formyl-1-isopropyl-1H-pyrrole-3-carboxylic acid ethyl ester). The solvent is C1CCOC1 (THF). Reaction conditions: time 2 hour. Product: C(C)OC(=O)C1=C(N(C=C1)C(C)C)C(O)C1=C(C=C(C=C1)Cl)C (2-[(4-Chloro-2-methyl-phenyl)-hydroxy-methyl]-1-isopropyl-1H-pyrrole-3-carboxylic acid ethyl ester). As a reaction SMILES: [Cl:1][C:2]1[CH:7]=[CH:6][C:5]([Mg]Br)=[C:4]([CH3:10])[CH:3]=1.[CH2:11]([O:13][C:14]([C:16]1[CH:20]=[CH:19][N:18]([CH:21]([CH3:23])[CH3:22])[C:17]=1[CH:24]=[O:25])=[O:15])[CH3:12]>C1COCC1>[CH2:11]([O:13][C:14]([C:16]1[CH:20]=[CH:19][N:18]([CH:21]([CH3:22])[CH3:23])[C:17]=1[CH:24]([C:5]1[CH:6]=[CH:7][C:2]([Cl:1])=[CH:3][C:4]=1[CH3:10])[OH:25])=[O:15])[CH3:12]. Procedure: A solution (0.5 M in THF) of 4-chloro-2-methylphenylmagnesium bromide [480438-47-9] (68.8 mmol) was added to a mixture of 2-formyl-1-isopropyl-1H-pyrrole-3-carboxylic acid ethyl ester (Step A5) (68.8 mmol) in THF (160 mL) at 0° C. After stirring for 2 h, the reaction mixture was quenched with a saturated aqueous solution of NH4Cl and extracted with MTBE (2×). The combined organic phases were successively washed with water and brine, dried (Na2SO4), filtered and concentrated. The residue was susp... Starting materials: C1(=CC=CC=C1)P(C1=CC=CC=C1)C1=CC=CC=C1 (triphenylphosphine), C(Br)(Br)(Br)Br (CBr4), COC1OC(CC1C=O)OC (2,5-dimethoxy-tetrahydrofuran-3-carboxaldehyde). Reagents/catalysts: [Zn] (Zn). Run in pet ether, C(Cl)Cl (CH2Cl2). Conditions: time 24 hour. Yields the product BrC(=CC1C(OC(C1)OC)OC)Br (3-(2,2-dibromoethenyl)-2,5-dimethoxy-tetrahydrofuran). Isolated yield 55.2%. As a reaction SMILES: C1(P(C2C=CC=CC=2)C2C=CC=CC=2)C=CC=CC=1.[C:20]([Br:24])(Br)(Br)[Br:21].[CH3:25][O:26][CH:27]1[CH:31]([CH:32]=O)[CH2:30][CH:29]([O:34][CH3:35])[O:28]1>C(Cl)Cl.[Zn]>[Br:21][C:20]([Br:24])=[CH:32][CH:31]1[CH2:30][CH:29]([O:34][CH3:35])[O:28][CH:27]1[O:26][CH3:25]. Procedure details: A mixture of Zn powder (1.65 g, 25.0 mmol), triphenylphosphine (6.54 g, 25.0 mmol), and CBr4 (8.30 g, 25.0 mmol) in dry CH2Cl2 (40 mL) was stirred at ambient temperature. After 24 hours, 2,5-dimethoxy-tetrahydrofuran-3-carboxaldehyde (2.00 g, 12.5 mmol) was added and an exothermic reaction ensued. After 30 minutes, pet ether (100 mL) was added and the resultant upper layer separated. The lower layer was twice diluted with CH2Cl2 (50 mL) and pet ether (50 mL), and the upper layer reserved. The co... Isolated yield 99.0%. Procedure details: To a solution of 3,5-bis-benzyloxy-pyridine-2-carboxylic acid, 2, (2.36 g, 6.36 mmol) in DMF (20 mL) at room temperature under N2 is added 1-(3-dimethylaminopropyl)-3-ethylcarbodiimide (EDCI) (1.83 g, 9.54 mmol) and 1-hydroxybenzotriazole (HOBt) (0.086 g, 0.64 mmol). The mixture is stirred for 15 minutes after which time glycine tert-butyl ester hydrochloride (1.60 g, 9.54 mmol) and diisopropylethylamine (DIPEA) (3.32 ml, 19.08 mmol) are added. The resulting solution is stirred at room temperatu... As a reaction SMILES: [CH2:1]([O:8][C:9]1[C:10]([C:23](O)=[O:24])=[N:11][CH:12]=[C:13]([O:15][CH2:16][C:17]2[CH:22]=[CH:21][CH:20]=[CH:19][CH:18]=2)[CH:14]=1)[C:2]1[CH:7]=[CH:6][CH:5]=[CH:4][CH:3]=1.CN(C)CCCN=C=NCC.Cl.[C:38]([O:42][C:43](=[O:46])[CH2:44][NH2:45])([CH3:41])([CH3:40])[CH3:39].C(N(C(C)C)CC)(C)C>CN(C=O)C.ON1C2C=CC=CC=2N=N1>[C:38]([O:42][C:43](=[O:46])[CH2:44][NH:45][C:23]([C:10]1[C:9]([O:8][CH2:1][C:2]2[CH:7]=[CH:6][CH:5]=[CH:4][CH:3]=2)=[CH:14][C:13]([O:15][CH2:16][C:17]2[CH:22]=[CH:21][CH:20]=[CH:19][CH:18]=2)=[CH:12][N:11]=1)=[O:24])([CH3:41])([CH3:40])[CH3:39] |f:2.3|. The reactants are C(C1=CC=CC=C1)OC=1C(=NC=C(C1)OCC1=CC=CC=C1)C(=O)O (3,5-bis-benzyloxy-pyridine-2-carboxylic acid), CN(CCCN=C=NCC)C (1-(3-dimethylaminopropyl)-3-ethylcarbodiimide), Cl.C(C)(C)(C)OC(CN)=O (glycine tert-butyl ester hydrochloride), C(C)(C)N(CC)C(C)C (diisopropylethylamine). Run at time 48 hour. The solvent is CN(C)C=O (DMF). The reagents and catalysts are ON1N=NC2=C1C=CC=C2 (1-hydroxybenzotriazole). Product: C(C)(C)(C)OC(CNC(=O)C1=NC=C(C=C1OCC1=CC=CC=C1)OCC1=CC=CC=C1)=O ([(3,5-bis-benzyloxy-pyridine-2-carbonyl)-amino]-acetic acid tert-butyl ester). Yields the product CC(C)N1CCN(Cc2ccc(F)c(C=O)c2)CC1. Starting materials: ClCCl, Cl, CC(C)N1CCN(Cc2ccc(F)c(C3OCCO3)c2)CC1. RXN SMILES: [Cl:24][CH2:25][Cl:26].[ClH:23].[O:1]1[CH:2]([c:6]2[cH:7][c:8]([CH2:9][N:10]3[CH2:11][CH2:12][N:13]([CH:16]([CH3:17])[CH3:18])[CH2:14][CH2:15]3)[cH:19][cH:20][c:21]2[F:22])[O:5][CH2:4][CH2:3]1>>[O:1]=[CH:2][c:6]1[cH:7][c:8]([CH2:9][N:10]2[CH2:11][CH2:12][N:13]([CH:16]([CH3:17])[CH3:18])[CH2:14][CH2:15]2)[cH:19][cH:20][c:21]1[F:22].